From a dataset of the Open Reaction Database (ORD), a public repository of structured organic reaction records. describe an organic reaction: reactants, conditions, products, and yield The reactants are OC=1C=C(C(=O)OC)C=CC1O (methyl 3,4-dihydroxybenzoate), S(=O)(=O)(Cl)Cl (sulfuryl chloride). The solvent is C(C)OCC (diethyl ether). Conditions: temperature 0 celsius. The product is ClC=1C=C(C(=O)OC)C=C(C1O)O (Methyl 3-chloro-4,5-dihydroxybenzoate). As a reaction SMILES: [OH:1][C:2]1[CH:3]=[C:4]([CH:9]=[CH:10][C:11]=1[OH:12])[C:5]([O:7][CH3:8])=[O:6].S(Cl)([Cl:16])(=O)=O>C(OCC)C>[Cl:16][C:10]1[CH:9]=[C:4]([CH:3]=[C:2]([OH:1])[C:11]=1[OH:12])[C:5]([O:7][CH3:8])=[O:6]. Procedure: To a suspension of methyl 3,4-dihydroxybenzoate (5.0 g) in diethyl ether (300 mL) stirred at 0° C. was added sulfuryl chloride (3.7 mL) dropwise. The reaction mixture was stirred at 0° C. for 16 h. The solvent was removed in vacuo. The residue was washed with hot chloroform (2×150 mL) to afford methyl 3-chloro-4,5-dihydroxybenzoate (D68) (1.9 g) as a white solid. δH (DMSO-d6, 400 MHz): 3.78 (3H, s), 7.33 (1H, d), 7.37 (1H, d), 10.11 (2H, br s). MS (ES): C8H7ClO4 requires 202. found 203.0 (M+H+). The reactants are C(C)(=O)OC(C)=O (acetic anhydride), NCCN1C=CN2N=CC=C21 (1-(2-aminoethyl)-1H-imidazo[1,2-b]pyrazole). Solvent: C(=O)O (formic acid). Reaction conditions: time 45 minute. Yields the product C(=O)NCCN1C=CN2N=CC=C21 (1-(2-formylaminoethyl)-1H-imidazo[1,2-b]pyrazole). As a reaction SMILES: C(O[C:5](=[O:7])C)(=O)C.[NH2:8][CH2:9][CH2:10][N:11]1[C:18]2[N:14]([N:15]=[CH:16][CH:17]=2)[CH:13]=[CH:12]1>C(O)=O>[CH:5]([NH:8][CH2:9][CH2:10][N:11]1[C:18]2[N:14]([N:15]=[CH:16][CH:17]=2)[CH:13]=[CH:12]1)=[O:7]. Procedure: A mixture of acetic anhydride (19.5 ml) and formic acid (15.7 ml) was stirred at room temperature for 45 minutes. The mixture was cooled at 5° C. and 1-(2-aminoethyl)-1H-imidazo[1,2-b]pyrazole was added thereto. The mixture was stirred for 1 hour under ice-cooling. The reaction mixture was evaporated and the residue was subjected to column chromatography on silica gel using a mixture of ethyl acetate and methanol (9:1) as eluent. Fractions containing the object compound were combined and evapora... Product: FC(C(OC)C1=CC(=NC=C1)C#N)(F)F (4-(2,2,2-trifluoro-1-methoxyethyl)pyridine-2-carbonitrile). Reaction SMILES: [F:1][C:2]([F:14])([F:13])[CH:3]([C:5]1[CH:10]=[CH:9][N:8]=[C:7]([C:11]#[N:12])[CH:6]=1)[OH:4].[C:15](=O)([O-])[O-].[K+].[K+].CI.[Cl-].[NH4+]>CN(C)C=O>[F:14][C:2]([F:1])([F:13])[CH:3]([C:5]1[CH:10]=[CH:9][N:8]=[C:7]([C:11]#[N:12])[CH:6]=1)[O:4][CH3:15] |f:1.2.3,5.6|. The yield is 46.8%. Starting materials: FC(C(O)C1=CC(=NC=C1)C#N)(F)F (4-(2,2,2-trifluoro-1-hydroxyethyl)pyridine-2-carbonitrile), C([O-])([O-])=O.[K+].[K+] (potassium carbonate), CI (methyl iodide), [Cl-].[NH4+] (ammonium chloride). Procedure details: To 4 ml of dimethylformamide were added 0.4 g of 4-(2,2,2-trifluoro-1-hydroxyethyl)pyridine-2-carbonitrile, 0.33 g of potassium carbonate and 0.34 g of methyl iodide, and the mixture was stirred at room temperature for 20 hours. Thereafter, an aqueous saturated ammonium chloride solution was added to the reaction solution, the resultant solution was extracted with ethyl acetate three times, the organic layers were combined, dried with anhydrous magnesium sulfate, and concentrated. The residue wa... Run in CN(C=O)C (dimethylformamide). Reaction conditions: time 20 hour. The reactants are CN(C)C=O, ClCC=C(Cl)Cl, N#CC(C#N)Cc1ccc(OC(F)(F)F)cc1, [H-], [Na+]. Product: N#CC(C#N)(CC=C(Cl)Cl)Cc1ccc(OC(F)(F)F)cc1. Reaction SMILES: [CH3:26][N:27]([CH3:28])[CH:29]=[O:30].[Cl:20][C:21](=[CH:22][CH2:23][Cl:24])[Cl:25].[F:1][C:2]([O:3][c:4]1[cH:5][cH:6][c:7]([CH2:8][CH:9]([C:10]#[N:11])[C:12]#[N:13])[cH:14][cH:15]1)([F:16])[F:17].[H-:18].[Na+:19]>>[F:1][C:2]([O:3][c:4]1[cH:5][cH:6][c:7]([CH2:8][C:9]([C:10]#[N:11])([C:12]#[N:13])[CH2:23][CH:22]=[C:21]([Cl:20])[Cl:25])[cH:14][cH:15]1)([F:16])[F:17]. The reactants are CN(C)C=O, BrCC1CC1, O=c1ccc(Cl)n[nH]1, [K+], [K+], O=C([O-])[O-], O. Yields the product O=c1ccc(Cl)nn1CC1CC1. RXN SMILES: [CH3:21][N:22]([CH3:23])[CH:24]=[O:25].[CH:1]1([CH2:4][Br:5])[CH2:2][CH2:3]1.[Cl:6][c:7]1[cH:8][cH:9][c:10](=[O:13])[nH:11][n:12]1.[K+:14].[K+:15].[O-:16][C:17]([O-:18])=[O:19].[OH2:20]>>[CH:1]1([CH2:4][n:11]2[c:10](=[O:13])[cH:9][cH:8][c:7]([Cl:6])[n:12]2)[CH2:2][CH2:3]1. Starting materials: C(C)OC(C1=CC(=CC=C1)SCC(C)=O)=O (3-(2-Oxo-propylsulfanyl)-benzoic acid ethyl ester), Cl.ClC=1C(=C(C=CC1)NN)F ((3-Chloro-2-fluoro-phenyl)-hydrazine hydrochloride). The product is C(C)OC(C1=CC(=CC=C1)SC1=C(NC2=C(C(=CC=C12)Cl)F)C)=O (3-(6-Chloro-7-fluoro-2-methyl-1H-indol-3-ylsulfanyl)-benzoic acid ethyl ester). As a reaction SMILES: [CH2:1]([O:3][C:4](=[O:16])[C:5]1[CH:10]=[CH:9][CH:8]=[C:7]([S:11][CH2:12][C:13](=O)[CH3:14])[CH:6]=1)[CH3:2].Cl.[Cl:18][C:19]1[C:20]([F:27])=[C:21]([NH:25]N)[CH:22]=[CH:23][CH:24]=1>>[CH2:1]([O:3][C:4](=[O:16])[C:5]1[CH:10]=[CH:9][CH:8]=[C:7]([S:11][C:12]2[C:22]3[C:21](=[C:20]([F:27])[C:19]([Cl:18])=[CH:24][CH:23]=3)[NH:25][C:13]=2[CH3:14])[CH:6]=1)[CH3:2] |f:1.2|. Procedure details: Prepared according to the procedure described in Example 2, step 1, using the following starting materials: 3-(2-Oxo-propylsulfanyl)-benzoic acid ethyl ester and (3-Chloro-2-fluoro-phenyl)-hydrazine hydrochloride. The reactants are ClC(C(C)=O)=NNC1=CC=C(C=C1)Cl (1-chloro-1-[(4-chlorophenyl) hydrazono]-2-propanone), ClC1=CC=C(C=C1)S (4-chlorothiophenol). Run in C(C)N(CC)CC (triethylamine). Yields the product ClC1=CC=C(C=C1)SC(C(C)=O)=NNC1=CC=C(C=C1)Cl (1-[(4-chlorophenyl)thio]-1-[(4-chlorophenyl)hydrazono]-2-propanone). The yield is 96.0%. Reaction SMILES: Cl[C:2](=[N:6][NH:7][C:8]1[CH:13]=[CH:12][C:11]([Cl:14])=[CH:10][CH:9]=1)[C:3](=[O:5])[CH3:4].[Cl:15][C:16]1[CH:21]=[CH:20][C:19]([SH:22])=[CH:18][CH:17]=1>C(N(CC)CC)C>[Cl:15][C:16]1[CH:21]=[CH:20][C:19]([S:22][C:2](=[N:6][NH:7][C:8]2[CH:13]=[CH:12][C:11]([Cl:14])=[CH:10][CH:9]=2)[C:3](=[O:5])[CH3:4])=[CH:18][CH:17]=1. Reported procedure: The reaction of 4.47 g of 1-chloro-1-[(4-chlorophenyl) hydrazono]-2-propanone with 3.43 g of 4-chlorothiophenol and 3.36 ml of triethylamine as Example 11 yielded 6.3 g of 1-[(4-chlorophenyl)thio]-1-[(4-chlorophenyl)hydrazono]-2-propanone, mp 164°-167° C.